This data is from the Open Reaction Database (ORD), a public repository of structured organic reaction records. The task is: describe an organic reaction: reactants, conditions, products, and yield Starting materials: CCOC(C)=O, Clc1ccc(OCC2CO2)c(OCc2ccccc2)c1Cl. Product: Oc1c(OCC2CO2)ccc(Cl)c1Cl. RXN SMILES: [CH3:22][CH2:23][O:24][C:25](=[O:26])[CH3:27].[O:1]1[CH:2]([CH2:3][O:4][c:5]2[c:6]([O:13][CH2:14][c:15]3[cH:16][cH:17][cH:18][cH:19][cH:20]3)[c:7]([Cl:12])[c:8]([Cl:11])[cH:9][cH:10]2)[CH2:21]1>>[O:1]1[CH:2]([CH2:3][O:4][c:5]2[c:6]([OH:13])[c:7]([Cl:12])[c:8]([Cl:11])[cH:9][cH:10]2)[CH2:21]1. Starting materials: BrC=1C=NC=C(C(=O)O)C1 (5-bromonicotinic acid), C(C)OC1=CC(=C(N)C=C1)[N+](=O)[O-] (4-ethoxy-2-nitroaniline). The product is BrC=1C=C(C=NC1)C(=O)NC1=C(C=C(C=C1)OCC)[N+](=O)[O-] (5-Bromo-N-(4-ethoxy-2-nitrophenyl)-3-pyridinecarboxamide). RXN SMILES: [Br:1][C:2]1[CH:3]=[N:4][CH:5]=[C:6]([CH:10]=1)[C:7]([OH:9])=O.[CH2:11]([O:13][C:14]1[CH:20]=[CH:19][C:17]([NH2:18])=[C:16]([N+:21]([O-:23])=[O:22])[CH:15]=1)[CH3:12]>>[Br:1][C:2]1[CH:10]=[C:6]([C:7]([NH:18][C:17]2[CH:19]=[CH:20][C:14]([O:13][CH2:11][CH3:12])=[CH:15][C:16]=2[N+:21]([O-:23])=[O:22])=[O:9])[CH:5]=[N:4][CH:3]=1. Procedure: The title compound was prepared from 5-bromonicotinic acid and 4-ethoxy-2-nitroaniline as a yellow solid as described in Example 15. 1H NMR (CDCl3): 11.11 (s, 1H), 9.11 (d, J=2.1, 1H), 8.88 (d, J=1.8, 1H), 8.80 (d, J=9.3, 1H), 8.42 (t, J=2.1, 1H), 7.75 (d, J=2.7, 1H), 7.34-7.30 (m, 1H), 4.12 (q, J=6.9, 2H), 1.47 (t, J=6.9, 3H). Starting materials: C(c1c(cccc1[Br])[Br])=O, CC1=CN=C(C=C1)N, [C-]#[N+]C1CCCCC1. Reagents/catalysts: O=C(O)C(F)(F)F (trifluoroacetic acid). Run in CC(C)O (isopropyl alcohol), CC(C)O (isopropylalcohol). Reaction conditions: temperature 22 celsius, time 20 hour. Yields the product Cc1ccc2nc(c3c(cccc3[Br])[Br])c(NC3CCCCC3)n2c1. Yield: 17.5%. RXN SMILES: CC1=CC=C(N)N=C1.[C-]#[N+]C1CCCCC1.BrC1=CC=CC(Br)=C1C=O>>CC1=CN2C(C=C1)=NC(=C2NC1CCCCC1)C1=C(Br)C=CC=C1Br. Reactants: C1(=CC=CC=C1)C1C(N2C(=NCCCC2)S1)(O)C1=CC=CC=C1 (2,3,5,6,7,8-hexahydro-2,3-diphenylthiazolo[3,2-a][1,3]diazepin-3-ol), C([C@H](O)[C@@H](O)C(=O)O)(=O)O (L-tartaric acid), C(C)(C)O (Isopropanol). The solvent is CC(=O)C (acetone), CC(=O)C (acetone). Yields the product C(=O)(O)[C@H](O)[C@@H](O)C(=O)O.C1(=CC=CC=C1)C1C(N2C(=NCCCC2)S1)(O)C1=CC=CC=C1 (2,3,5,6,7,8-Hexahydro-2,3-diphenylthiazolo[3,2-a][1,3]-diazepin-3-ol L-tartrate). Reaction SMILES: [C:1]1([CH:7]2[S:16][C:10]3=[N:11][CH2:12][CH2:13][CH2:14][CH2:15][N:9]3[C:8]2([C:18]2[CH:23]=[CH:22][CH:21]=[CH:20][CH:19]=2)[OH:17])[CH:6]=[CH:5][CH:4]=[CH:3][CH:2]=1.[C:24]([OH:33])(=[O:32])[C@@H:25]([C@H:27]([C:29]([OH:31])=[O:30])[OH:28])[OH:26].C(O)(C)C>CC(C)=O>[C:29]([C@@H:27]([C@H:25]([C:24]([OH:33])=[O:32])[OH:26])[OH:28])([OH:31])=[O:30].[C:1]1([CH:7]2[S:16][C:10]3=[N:11][CH2:12][CH2:13][CH2:14][CH2:15][N:9]3[C:8]2([C:18]2[CH:19]=[CH:20][CH:21]=[CH:22][CH:23]=2)[OH:17])[CH:2]=[CH:3][CH:4]=[CH:5][CH:6]=1 |f:4.5|. Reported procedure: A solution of 3.42 g. of 2,3,5,6,7,8-hexahydro-2,3-diphenylthiazolo[3,2-a][1,3]diazepin-3-ol, prepared as described in Example 4, in acetone is treated with a solution of 1.50 g. of L-tartaric acid in acetone. Isopropanol is added and the mixture is warmed briefly to dissolve the gum which forms. After cooling, the solid is collected and recrystallized from a mixture of methanol and isopropanol, giving 3.15 g. of the desired product, m.p. 138°-140° C. The product is CC(C(C)=O)OCC(=O)OC (Methyl (1-methyl-2-oxopropoxy)acetate). Reagents/catalysts: C(C)(=O)[O-].[Hg+2].C(C)(=O)[O-] (mercury(II) acetate). Procedure details: The product from Example 84A (20 g, 0.14 mol) in methanol (700 mL) was treated with mercury(II) acetate (4.6 g, 0.014 mol), heated to reflux for 1 hour, concentrated to approximately 100 mL total volume, treated with 1M HCl (100 mL) and extracted with dichloromethane (3×, 100 mL). The extractions were combined, dried (MgSO4), filtered and concentrated to provide the title compound. As a reaction SMILES: [CH3:1][CH:2]([O:5][CH2:6][C:7]([O:9][CH3:10])=[O:8])[C:3]#[CH:4].C[OH:12]>C([O-])(=O)C.[Hg+2].C([O-])(=O)C>[CH3:1][CH:2]([O:5][CH2:6][C:7]([O:9][CH3:10])=[O:8])[C:3](=[O:12])[CH3:4] |f:2.3.4|. Reactants: CC(C#C)OCC(=O)OC (Methyl [(1-methyl-2-propynyl)oxy]acetate), CO (methanol). Reaction SMILES: [Br:13][CH2:14][CH2:15][CH2:16][c:17]1[cH:18][cH:19][cH:20][cH:21][cH:22]1.[C:1]([CH3:2])(=[O:3])[N:4]1[CH2:5][CH2:6][CH:7]([OH:10])[CH2:8][CH2:9]1.[CH3:23][N:24]([CH3:25])[CH:26]=[O:27].[CH:28]([OH:29])([CH3:30])[CH3:31].[H-:11].[Na+:12].[OH2:32]>>[C:1]([CH3:2])(=[O:3])[N:4]1[CH2:5][CH2:6][CH:7]([O:10][CH2:14][CH2:15][CH2:16][c:17]2[cH:18][cH:19][cH:20][cH:21][cH:22]2)[CH2:8][CH2:9]1. The reactants are BrCCCc1ccccc1, CC(=O)N1CCC(O)CC1, CN(C)C=O, CC(C)O, [H-], [Na+], O. Product: CC(=O)N1CCC(OCCCc2ccccc2)CC1. Starting materials: O=C1CCN(CC1)C(=O)OC(C)(C)C (tert-butyl 4-oxo-1-piperidinecarboxylate), [Cl-].[NH4+] (ammonium chloride), [I-].C[S+](=O)(C)C (trimethylsulfoxonium iodide), [H-].[Na+] (sodium hydride). Solvent: CS(=O)C (dimethylsulfoxide), CS(=O)C (dimethylsulfoxide). The product is O1CC12CCN(CC2)C(=O)OC(C)(C)C (tert-butyl 1-oxa-6-azaspiro[2.5]octane-6-carboxylate). The yield is 99.0%. Reaction SMILES: [I-].[CH3:2][S+](C)(C)=O.[H-].[Na+].[O:9]=[C:10]1[CH2:15][CH2:14][N:13]([C:16]([O:18][C:19]([CH3:22])([CH3:21])[CH3:20])=[O:17])[CH2:12][CH2:11]1.[Cl-].[NH4+]>CS(C)=O>[O:9]1[C:10]2([CH2:11][CH2:12][N:13]([C:16]([O:18][C:19]([CH3:22])([CH3:21])[CH3:20])=[O:17])[CH2:14][CH2:15]2)[CH2:2]1 |f:0.1,2.3,5.6|. Procedure details: A mixture of trimethylsulfoxonium iodide (2.62 g, 0.012 mol) and sodium hydride (0.44 g, 0.011 mol) in anhydrous dimethylsulfoxide (30 mL) was stirred at room temperature under an atmosphere of nitrogen for thirty minutes. The reaction mixture was cooled to 10° C. and tert-butyl 4-oxo-1-piperidinecarboxylate (2.0 g, 0.010 mol) in anhydrous dimethylsulfoxide (10 mL) was added. The reaction mixture was warmed to room temperature and stirred for one and a half hours. The mixture was poured into an ... Starting materials: ClC1=NC=NC2=CC(=C(C=C12)OC)OCCC1CCN(CC1)C (4-chloro-6-methoxy-7-(2-(1-methylpiperidin-4-yl)ethoxy)quinazoline), FC1=C2C=CNC2=CC=C1O (4-fluoro-5-hydroxyindole), C([O-])([O-])=O.[K+].[K+] (potassium carbonate). The solvent is CN(C)C=O (DMF). Reaction conditions: temperature 90 celsius, time 1 hour. Yields the product FC1=C2C=CNC2=CC=C1OC1=NC=NC2=CC(=C(C=C12)OC)OCCC1CCN(CC1)C (4-(4-fluoroindol-5-yloxy)-6-methoxy-7-(2-(1-methylpiperidin-4-yl)ethoxy)quinazoline). Isolated yield 69.6%. Reaction SMILES: Cl[C:2]1[C:11]2[C:6](=[CH:7][C:8]([O:14][CH2:15][CH2:16][CH:17]3[CH2:22][CH2:21][N:20]([CH3:23])[CH2:19][CH2:18]3)=[C:9]([O:12][CH3:13])[CH:10]=2)[N:5]=[CH:4][N:3]=1.[F:24][C:25]1[C:33]([OH:34])=[CH:32][CH:31]=[C:30]2[C:26]=1[CH:27]=[CH:28][NH:29]2.C(=O)([O-])[O-].[K+].[K+]>CN(C=O)C>[F:24][C:25]1[C:33]([O:34][C:2]2[C:11]3[C:6](=[CH:7][C:8]([O:14][CH2:15][CH2:16][CH:17]4[CH2:22][CH2:21][N:20]([CH3:23])[CH2:19][CH2:18]4)=[C:9]([O:12][CH3:13])[CH:10]=3)[N:5]=[CH:4][N:3]=2)=[CH:32][CH:31]=[C:30]2[C:26]=1[CH:27]=[CH:28][NH:29]2 |f:2.3.4|. Reported procedure: A solution of 4-chloro-6-methoxy-7-(2-(1-methylpiperidin-4-yl)ethoxy)quinazoline (300 mg, 0.9 mmol) and 4-fluoro-5-hydroxyindole (162 mg, 1 mmol), (prepared as described for the starting material in Example 242), in DMF (4.5 ml) containing potassium carbonate (185 mg, 1.3 mmol) was stirred at 90° C. for 1 hour. After cooling, the mixture was filtered and the solid was washed with DMF. The filtrate was evaporated and the residue was purified by column chromatography, eluting with methylene chlori...